From a dataset of the Open Reaction Database (ORD), a public repository of structured organic reaction records. describe an organic reaction: reactants, conditions, products, and yield Reactants: ClC=1C=C(C(=NC1)N)C1=C(C=CC=C1)SC (5-chloro-3-(2-(methylthio)phenyl)pyridin-2-amine), N(=O)OC(C)(C)C (tert-butyl nitrite). Solvent: O (water), C(C)(=O)O (acetic acid), C1CCOC1 (THF). Reaction conditions: temperature 0 celsius, time 8 hour. Product: ClC=1C=C2C(=NC1)SC1=C2C=CC=C1 (3-chlorobenzothieno[2,3-b]pyridine). The yield is 59.0%. RXN SMILES: [Cl:1][C:2]1[CH:3]=[C:4]([C:9]2[CH:14]=[CH:13][CH:12]=[CH:11][C:10]=2[S:15]C)[C:5](N)=[N:6][CH:7]=1.N(OC(C)(C)C)=O>C(O)(=O)C.C1COCC1.O>[Cl:1][C:2]1[CH:3]=[C:4]2[C:9]3[CH:14]=[CH:13][CH:12]=[CH:11][C:10]=3[S:15][C:5]2=[N:6][CH:7]=1. Procedure: Solution of 5-chloro-3-(2-(methylthio)phenyl)pyridin-2-amine (5.2 g, 19.3 mmol) in 50 mL of glacial acetic acid and 20 mL of THF was cooled down to −10° C. and tert-butyl nitrite (4.6 mL) was added dropwise. The reaction mixture was stirred overnight at 0° C., warmed to room temperature, diluted with 100 mL of water. Solid material was filtered and dried, providing 2.5 g of pure 3-chlorobenzothieno[2,3-b]pyridine. The reactants are resultant mixture, C(C)N(C\C=C/C1=C(C=CC(=C1)F)S(=O)(=O)NC1=C(C=2C=CN3C(C2C=C1)=CC=N3)C(=O)OC)CC (methyl 8-[2-((Z)-3-diethylaminoprop-1-enyl)-4-fluorobenzenesulfonylamino]-pyrazolo[5,1-a]isoquinoline-7-carboxylate), C(C)N(C\C=C/C1=C(C=CC(=C1)F)S(=O)(=O)NC1=C(C=2C=CN3C(C2C=C1)=CC=N3)C(=O)OC)CC (methyl 8-[2-((Z)-3-diethylaminoprop-1-enyl)-4-fluorobenzenesulfonylamino]-pyrazolo[5,1-a]isoquinoline-7-carboxylate), [OH-].[Li+] (lithium hydroxide). Solvent: O1CCOCC1 (dioxane). Reaction conditions: temperature 80 celsius. The product is C(C)N(C\C=C/C1=C(C=CC(=C1)F)S(=O)(=O)NC1=C(C=2C=CN3C(C2C=C1)=CC=N3)C(=O)O)CC (8-[2-((Z)-3-diethylaminoprop-1-enyl)-4-fluorobenzenesulfonylamino]-pyrazolo[5,1-a]isoquinoline-7-carboxylic acid). Isolated yield 60.3%. Reaction SMILES: [CH2:1]([N:3]([CH2:35][CH3:36])[CH2:4]/[CH:5]=[CH:6]\[C:7]1[CH:12]=[C:11]([F:13])[CH:10]=[CH:9][C:8]=1[S:14]([NH:17][C:18]1[CH:27]=[CH:26][C:25]2[C:24]3=[CH:28][CH:29]=[N:30][N:23]3[CH:22]=[CH:21][C:20]=2[C:19]=1[C:31]([O:33]C)=[O:32])(=[O:16])=[O:15])[CH3:2].[OH-].[Li+]>O1CCOCC1>[CH2:35]([N:3]([CH2:1][CH3:2])[CH2:4]/[CH:5]=[CH:6]\[C:7]1[CH:12]=[C:11]([F:13])[CH:10]=[CH:9][C:8]=1[S:14]([NH:17][C:18]1[CH:27]=[CH:26][C:25]2[C:24]3=[CH:28][CH:29]=[N:30][N:23]3[CH:22]=[CH:21][C:20]=2[C:19]=1[C:31]([OH:33])=[O:32])(=[O:15])=[O:16])[CH3:36] |f:1.2|. Reported procedure: A mixture of methyl 8-[2-((Z)-3-diethylaminoprop-1-enyl)-4-fluorobenzenesulfonylamino]-pyrazolo[5,1-a]isoquinoline-7-carboxylate (Intermediate 1, 0.075 g) and lithium hydroxide (3M aqueous solution, 2 mL) in dioxane (6 mL) was heated to 80° C. for 6 hours. The resultant mixture was cooled and concentrated in vacuo. The residue was acidified using formic acid and then concentrated in vacuo. The residue was partitioned between ethyl acetate and water and the organic layer was dried (MgSO4) and fil... The reactants are CCc1cccc(CC)c1-c1cc(OC(C)C)c(COc2cc(C(C)C)ccc2C)c(C)n1, O=C(OO)c1cccc(Cl)c1, ClCCl. Yields the product CCc1cccc(CC)c1-c1cc(OC(C)C)c(COc2cc(C(C)C)ccc2C)c(C)[n+]1[O-]. RXN SMILES: [CH2:1]([CH3:2])[c:3]1[c:4](-[c:11]2[cH:12][c:13]([O:30][CH:31]([CH3:32])[CH3:33])[c:14]([CH2:18][O:19][c:20]3[c:21]([CH3:29])[cH:22][cH:23][c:24]([CH:26]([CH3:27])[CH3:28])[cH:25]3)[c:15]([CH3:17])[n:16]2)[c:5]([CH2:9][CH3:10])[cH:6][cH:7][cH:8]1.[Cl:34][c:35]1[cH:36][c:37]([C:42](=[O:39])[O:43][OH:44])[cH:38][cH:40][cH:41]1.[Cl:45][CH2:46][Cl:47]>>[CH2:1]([CH3:2])[c:3]1[c:4](-[c:11]2[cH:12][c:13]([O:30][CH:31]([CH3:32])[CH3:33])[c:14]([CH2:18][O:19][c:20]3[c:21]([CH3:29])[cH:22][cH:23][c:24]([CH:26]([CH3:27])[CH3:28])[cH:25]3)[c:15]([CH3:17])[n+:16]2[O-:39])[c:5]([CH2:9][CH3:10])[cH:6][cH:7][cH:8]1. Starting materials: N1C(C=CC2=CN=CC=C12)=O (1,6-naphthyridin-2(1H)-one), [H-].[Na+] (sodium hydride), [H-].[Na+] (sodium hydride), BrCC1OCCO1 (2-bromomethyl-1,3-dioxolan), O (water), BrCC1OCCO1 (2-bromomethyl-1,3-dioxolan). Solvent: CN(C=O)C (N,N-dimethylformamide), C(Cl)(Cl)Cl (chloroform). Reaction conditions: temperature 55 celsius, time 1 hour. The product is O1C(OCC1)CN1C(C=CC2=CN=CC=C12)=O (1-(1,3-dioxolan-2-ylmethyl)-1,6-naphthyridin-2(1H)-one). As a reaction SMILES: [NH:1]1[C:10]2[C:5](=[CH:6][N:7]=[CH:8][CH:9]=2)[CH:4]=[CH:3][C:2]1=[O:11].[H-].[Na+].Br[CH2:15][CH:16]1[O:20][CH2:19][CH2:18][O:17]1.O>CN(C)C=O.C(Cl)(Cl)Cl>[O:17]1[CH2:18][CH2:19][O:20][CH:16]1[CH2:15][N:1]1[C:10]2[C:5](=[CH:6][N:7]=[CH:8][CH:9]=2)[CH:4]=[CH:3][C:2]1=[O:11] |f:1.2|. Reported procedure: To a solution of 1.0 g of 1,6-naphthyridin-2(1H)-one in 10 mL of N,N-dimethylformamide, 0.30 g of 60% sodium hydride was added, and the mixture was stirred at 50 to 60° C. for 1 hour. Thereto was added 0.78 mL of 2-bromomethyl-1,3-dioxolan, and the reaction mixture was stirred at 90 to 100° C. for 30 minutes. Thereto were further added 0.30 g of 60% sodium hydride and 0.78 mL of 2-bromomethyl-1,3-dioxolan, and the mixture was stirred at 90 to 108° C. for 5 hours 30 minutes. The reaction mixture ... Reactants: Cc1c(-c2ccccc2)c(N2CCC(N(C)C)C2)c2oc(NCCC(=O)OC(C)(C)C)nc2c1C#N, ClCCl, O=C(O)C(F)(F)F, O=S(Cl)Cl. Product: COC(=O)CCNc1nc2c(C#N)c(C)c(-c3ccccc3)c(N3CCC(N(C)C)C3)c2o1. As a reaction SMILES: [C:8](#[N:9])[c:10]1[c:11]([CH3:43])[c:12](-[c:37]2[cH:38][cH:39][cH:40][cH:41][cH:42]2)[c:13]([N:29]2[CH2:30][CH:31]([N:34]([CH3:35])[CH3:36])[CH2:32][CH2:33]2)[c:14]2[c:15]1[n:16][c:17]([NH:19][CH2:20][CH2:21][C:22](=[O:23])[O:24][C:25]([CH3:26])([CH3:27])[CH3:28])[o:18]2.[Cl:48][CH2:49][Cl:50].[OH:1][C:2]([C:3]([F:4])([F:5])[F:6])=[O:7].[S:44]([Cl:45])([Cl:46])=[O:47]>>[C:8](#[N:9])[c:10]1[c:11]([CH3:43])[c:12](-[c:37]2[cH:38][cH:39][cH:40][cH:41][cH:42]2)[c:13]([N:29]2[CH2:30][CH:31]([N:34]([CH3:35])[CH3:36])[CH2:32][CH2:33]2)[c:14]2[c:15]1[n:16][c:17]([NH:19][CH2:20][CH2:21][C:22](=[O:23])[O:24][CH3:25])[o:18]2. Reactants: CC(C=CC)O (3-penten-2-ol), C(=O)(N1C=NC=C1)N1C=NC=C1 (1,1′-carbonyl-diimidazole), C1(=CC=CC=C1)C1=NC=2C(=NC=C(C2)N)N1 (2-phenyl-3H-imidazo[4,5-b]pyridin-6-ylamine), O (water). Solvent: ClCCl (dichloromethane), CN1C(CCC1)=O (N-methylpyrrolidone). Run at temperature 0 celsius, time 2 hour. Product: CC(\C=C\C)OC(NC=1C=C2C(=NC1)NC(=N2)C2=CC=CC=C2)=O ((2-Phenyl-3H-imidazo[4,5-b]pyridin-6-yl)-carbamic acid (E)-1-methyl-but-2-enyl ester). RXN SMILES: [CH3:1][CH:2]([OH:6])[CH:3]=[CH:4][CH3:5].[C:7](N1C=CN=C1)(N1C=CN=C1)=[O:8].[C:19]1([C:25]2[NH:34][C:28]3=[N:29][CH:30]=[C:31]([NH2:33])[CH:32]=[C:27]3[N:26]=2)[CH:24]=[CH:23][CH:22]=[CH:21][CH:20]=1.O>ClCCl.CN1CCCC1=O>[CH3:1][CH:2]([O:6][C:7](=[O:8])[NH:33][C:31]1[CH:32]=[C:27]2[N:26]=[C:25]([C:19]3[CH:20]=[CH:21][CH:22]=[CH:23][CH:24]=3)[NH:34][C:28]2=[N:29][CH:30]=1)/[CH:3]=[CH:4]/[CH3:5]. Reported procedure: 32 mg 3-penten-2-ol (0.38 mmol,) in 1 ml dry dichloromethane were treated at 0° C. with 62 mg 1,1′-carbonyl-diimidazole. The mixture was stirred at 0° C. for 2 hrs. 80 mg 2-phenyl-3H-imidazo[4,5-b]pyridin-6-ylamine (0.38 mmol,) in 0.5 ml N-methylpyrrolidone (NMP) were added and the mixture stirred over night at room temperature. 1 ml water was added, the precipitate filtered, and the filter residue washed thoroughly with water and ether and further purified by chromatography. Starting materials: CC=1C=C(C=CC1[N+](=O)[O-])C1OC1 ((RS)-2-(3-methyl-4-nitrophenyl)oxirane), NCCO (2-aminoethanol), CCOC(=O)C.C1CCOC1 (EtOAc THF). Solvent: C1CCOC1 (THF). Run at time 8 hour. Product: OCCNCC(O)C1=CC(=C(C=C1)[N+](=O)[O-])C ((RS)-2-(2-hydroxyethylamino)-1-(3-methyl-4-nitrophenyl)ethanol). As a reaction SMILES: [CH3:1][C:2]1[CH:3]=[C:4]([CH:11]2[CH2:13][O:12]2)[CH:5]=[CH:6][C:7]=1[N+:8]([O-:10])=[O:9].[NH2:14][CH2:15][CH2:16][OH:17].CCOC(C)=O.C1COCC1>C1COCC1>[OH:17][CH2:16][CH2:15][NH:14][CH2:13][CH:11]([C:4]1[CH:5]=[CH:6][C:7]([N+:8]([O-:10])=[O:9])=[C:2]([CH3:1])[CH:3]=1)[OH:12] |f:2.3|. Reported procedure: To a stirred solution of (RS)-2-(3-methyl-4-nitrophenyl)oxirane (4.63 g) in THF (15 ml) was added 2-aminoethanol (15.5 ml) and the mixture was stirred at room temperature overnight. The reaction mixture was then poured into EtOAc/THF (1:1) and extracted with saturated brine. The organic layer was dried over Na2SO4 and concentrated in vacuo to afford (RS)-2-(2-hydroxyethylamino)-1-(3-methyl-4-nitrophenyl)ethanol (6.84 g, quant.) as a brown oil which was used in the next step without further purif... Reactants: C(C)N(CC)C=1C=C(C(C=O)=CC1)O (4-(N,N-Diethylamino)-salicylaldehyde), C1(=C(C=CC=C1)N)N (1,2-phenylenediamine). The solvent is C(C)O (ethanol). Run at time 8 hour. The product is C(C)N(C=1C=C(C(C=NC2=C(C=CC=C2)N)=CC1)O)CC (N-Mono[4-(diethylamino)salicylidene]-1,2-phenylenediamine). Reaction SMILES: [CH2:1]([N:3]([C:6]1[CH:7]=[C:8]([OH:14])[C:9](=[CH:12][CH:13]=1)[CH:10]=O)[CH2:4][CH3:5])[CH3:2].[C:15]1([NH2:22])[CH:20]=[CH:19][CH:18]=[CH:17][C:16]=1[NH2:21]>C(O)C>[CH2:1]([N:3]([CH2:4][CH3:5])[C:6]1[CH:7]=[C:8]([OH:14])[C:9](=[CH:12][CH:13]=1)[CH:10]=[N:21][C:16]1[CH:17]=[CH:18][CH:19]=[CH:20][C:15]=1[NH2:22])[CH3:2]. Procedure: 3.479 g (17.64 mmol) 4-(N,N-Diethylamino)-salicylaldehyde are added at 5° C. in portions to a solution of 1.927 g (17.64 mmol) 1,2-phenylenediamine in 18 ml ethanol, the temperature being kept below 10° C. The resultant dark red suspension is stirred for 8 hours at room temperature and and concentrated to dryness in vacuo. The crude product (6,34 g) is resolved by column chromatography (n-hexane/ethyl acetate 65:35). Yield: 1,27 g (26%), golden yellow crystalls. The reactants are O (Water), COC(CC1=CC2=CC=C(C=C2C(=C1C)B1OC(C(O1)(C)C)(C)C)F)=O ([6-fluoro-3-methyl-4-(4,4,5,5-tetramethyl-[1,3,2]-dioxaborolan-2-yl)-naphthalen-2-yl]-acetic acid methyl ester), BrC1=CC=C(C=C1)SC1=C(C=CC=C1)Cl (1-bromo-4-(2-chlorophenylsulfanyl)-benzene), C([O-])(O)=O.[Na+] (sodium bicarbonate). The reagents and catalysts are [Pd].C1(=CC=CC=C1)P(C1=CC=CC=C1)C1=CC=CC=C1.C1(=CC=CC=C1)P(C1=CC=CC=C1)C1=CC=CC=C1.C1(=CC=CC=C1)P(C1=CC=CC=C1)C1=CC=CC=C1.C1(=CC=CC=C1)P(C1=CC=CC=C1)C1=CC=CC=C1 (Tetrakis(triphenylphosphine)-palladium(0)). Solvent: C(OC)COC (dimethoxyethane). Yields the product COC(CC1=CC2=CC=C(C=C2C(=C1C)C1=CC=C(C=C1)SC1=C(C=CC=C1)Cl)F)=O ({4-[4-(2-chloro-phenylsulfanyl)-phenyl]-6-fluoro-3-methyl-naphthalen-2-yl}-acetic acid methyl ester). Isolated yield 27.7%. RXN SMILES: [CH3:1][O:2][C:3](=[O:26])[CH2:4][C:5]1[C:14]([CH3:15])=[C:13](B2OC(C)(C)C(C)(C)O2)[C:12]2[C:7](=[CH:8][CH:9]=[C:10]([F:25])[CH:11]=2)[CH:6]=1.Br[C:28]1[CH:33]=[CH:32][C:31]([S:34][C:35]2[CH:40]=[CH:39][CH:38]=[CH:37][C:36]=2[Cl:41])=[CH:30][CH:29]=1.C(=O)(O)[O-].[Na+].O>C(COC)OC.[Pd].C1(P(C2C=CC=CC=2)C2C=CC=CC=2)C=CC=CC=1.C1(P(C2C=CC=CC=2)C2C=CC=CC=2)C=CC=CC=1.C1(P(C2C=CC=CC=2)C2C=CC=CC=2)C=CC=CC=1.C1(P(C2C=CC=CC=2)C2C=CC=CC=2)C=CC=CC=1>[CH3:1][O:2][C:3](=[O:26])[CH2:4][C:5]1[C:14]([CH3:15])=[C:13]([C:28]2[CH:29]=[CH:30][C:31]([S:34][C:35]3[CH:40]=[CH:39][CH:38]=[CH:37][C:36]=3[Cl:41])=[CH:32][CH:33]=2)[C:12]2[C:7](=[CH:8][CH:9]=[C:10]([F:25])[CH:11]=2)[CH:6]=1 |f:2.3,6.7.8.9.10|. Procedure: A stirred solution of [6-fluoro-3-methyl-4-(4,4,5,5-tetramethyl-[1,3,2]-dioxaborolan-2-yl)-naphthalen-2-yl]-acetic acid methyl ester (0.2 g, 0.56 mmol) in dimethoxyethane (5 mL) was purged with argon for 5 minutes at room temperature. Tetrakis(triphenylphosphine)-palladium(0) (0.032 g, 0.028 mmol), impure 1-bromo-4-(2-chlorophenylsulfanyl)-benzene (0.334 g) and 1.0 M aqueous sodium bicarbonate (5 mL, 5 mmol) were added simultaneously to the reaction mixture under argon. The reaction mixture was ...